From a dataset of the Open Reaction Database (ORD), a public repository of structured organic reaction records. describe an organic reaction: reactants, conditions, products, and yield The reactants are BrCC(=O)OC (Methyl bromoacetate), O (H2O), C(C)(C)(C)OC(=O)N1CC(C(CC1)=O)CC1=CC=CC=C1 (3-Benzyl-4-oxo-piperidine-1-carboxylic Acid Tert-butyl Ester), N1CCCC1 (pyrrolidine), 3A. Run in C1=CC=CC=C1 (benzene). Product: C(C)(C)(C)OC(=O)N1CC(C(CC1)=O)(CC(=O)OC)CC1=CC=CC=C1 (3-Benzy-3-methoxycarbonylmethyl-4-oxo-piperidine-1-carboxylic Acid Tert-butyl Ester). RXN SMILES: [C:1]([O:5][C:6]([N:8]1[CH2:13][CH2:12][C:11](=[O:14])[CH:10]([CH2:15][C:16]2[CH:21]=[CH:20][CH:19]=[CH:18][CH:17]=2)[CH2:9]1)=[O:7])([CH3:4])([CH3:3])[CH3:2].N1CCCC1.Br[CH2:28][C:29]([O:31][CH3:32])=[O:30].O>C1C=CC=CC=1>[C:1]([O:5][C:6]([N:8]1[CH2:13][CH2:12][C:11](=[O:14])[C:10]([CH2:15][C:16]2[CH:17]=[CH:18][CH:19]=[CH:20][CH:21]=2)([CH2:28][C:29]([O:31][CH3:32])=[O:30])[CH2:9]1)=[O:7])([CH3:4])([CH3:2])[CH3:3]. Procedure details: A solution of the product from Step A of Example 21 above (1320 mg, 4.56 mmol), pyrrolidine (972 mg, 13 mmol) and p-toluenesulfonic add (33 mg) in benzene (30 ml) was refluxed through 3A molecular sieves for about 17 h. The reaction mixture was cooled to room temperature and concentrated in vacuo. The residue was dissolved in benzene (10 ml) and cooled to about 0° C. Methyl bromoacetate (1530 mg, 10 mmol) was added dropwise. The reaction mixture was slowly allowed to warm to room temperature and... Reactants: C(=O)([O-])[O-].[K+].[K+] (K2CO3), N1=CC=C(C=C1)B(O)O (pyridin-4-yl boronic acid), BrC1=CSC=2C=NN(C(C21)=O)CCC2=NC1=CC=C(C=C1C=C2)F (3-Bromo-5-(2-(6-fluoroquinolin-2-yl)ethyl)thieno[2,3-d]pyridazin-4(5H)-one). The reagents and catalysts are C1=CC=C(C=C1)P([C-]2C=CC=C2)C3=CC=CC=C3.C1=CC=C(C=C1)P([C-]2C=CC=C2)C3=CC=CC=C3.Cl[Pd]Cl.[Fe+2] (Pd(dppf)Cl2). Solvent: O (H2O), O1CCOCC1 (dioxane). Run at temperature 110 celsius. The product is FC=1C=C2C=CC(=NC2=CC1)CCN1N=CC2=C(C1=O)C(=CS2)C2=CC=NC=C2 (5-[2-(6-Fluoroquinolin-2-yl)ethyl]-3-(pyridin-4-yl)thieno[2,3-d]pyridazin-4(5H)-one). Yield: 68.6%. As a reaction SMILES: Br[C:2]1[C:10]2[C:9](=[O:11])[N:8]([CH2:12][CH2:13][C:14]3[CH:23]=[CH:22][C:21]4[C:16](=[CH:17][CH:18]=[C:19]([F:24])[CH:20]=4)[N:15]=3)[N:7]=[CH:6][C:5]=2[S:4][CH:3]=1.[N:25]1[CH:30]=[CH:29][C:28](B(O)O)=[CH:27][CH:26]=1.C([O-])([O-])=O.[K+].[K+]>O1CCOCC1.O.C1C=CC(P(C2C=CC=CC=2)[C-]2C=CC=C2)=CC=1.C1C=CC(P(C2C=CC=CC=2)[C-]2C=CC=C2)=CC=1.Cl[Pd]Cl.[Fe+2]>[F:24][C:19]1[CH:20]=[C:21]2[C:16](=[CH:17][CH:18]=1)[N:15]=[C:14]([CH2:13][CH2:12][N:8]1[C:9](=[O:11])[C:10]3[C:2]([C:28]4[CH:29]=[CH:30][N:25]=[CH:26][CH:27]=4)=[CH:3][S:4][C:5]=3[CH:6]=[N:7]1)[CH:23]=[CH:22]2 |f:2.3.4,7.8.9.10|. Procedure: 3-Bromo-5-(2-(6-fluoroquinolin-2-yl)ethyl)thieno[2,3-d]pyridazin-4(5H)-one (66 mg, 0.163 mmol) was dissolved in dioxane (2.1 mL) and H2O (0.7 mL), pyridin-4-yl boronic acid (20.07 mg, 0.163 mmol), K2CO3 (45.1 mg, 0.327 mmol) and Pd(dppf)Cl2 (7.23 mg, 9.80 μmol) were each added sequentially to the suspension. The suspension was heated in a microwave tube at about 110° C. for 1 h. The crude product was purified by TLC (EA) to give the title compound (45 mg, yield: 68.5%). Reactants: FC1=CC=C(C=C1)C=1NC(NC1C1=CC=C(C=C1)F)=S (4,5-bis(4-fluorophenyl)-1H-imidazole-2-thione), BrCC(C)Br (1,2-dibromopropane). Run in CN(C=O)C (N,N-dimethylformamide). Product: C(C(C)SC=1NC(=C(N1)C1=CC=C(C=C1)F)C1=CC=C(C=C1)F)SC=1NC(=C(N1)C1=CC=C(C=C1)F)C1=CC=C(C=C1)F (2,2'-[1,2-Propanediylbis(thio)]bis[4,5-bis(4-fluorophenyl)-1H-imidazole]), dihydrobromide. Reaction SMILES: [F:1][C:2]1[CH:7]=[CH:6][C:5]([C:8]2[NH:9][C:10](=[S:20])[NH:11][C:12]=2[C:13]2[CH:18]=[CH:17][C:16]([F:19])=[CH:15][CH:14]=2)=[CH:4][CH:3]=1.Br[CH2:22][CH:23](Br)[CH3:24]>CN(C)C=O>[CH2:22]([S:20][C:10]1[NH:11][C:12]([C:13]2[CH:18]=[CH:17][C:16]([F:19])=[CH:15][CH:14]=2)=[C:8]([C:5]2[CH:4]=[CH:3][C:2]([F:1])=[CH:7][CH:6]=2)[N:9]=1)[CH:23]([S:20][C:10]1[NH:11][C:12]([C:13]2[CH:18]=[CH:17][C:16]([F:19])=[CH:15][CH:14]=2)=[C:8]([C:5]2[CH:4]=[CH:3][C:2]([F:1])=[CH:7][CH:6]=2)[N:9]=1)[CH3:24]. Procedure details: A solution of 4,5-bis(4-fluorophenyl)-1H-imidazole-2-thione (10 g, 0.035 mol) and 1,2-dibromopropane (3.5 g, 0.017 mol) in N,N-dimethylformamide (25 ml) was refluxed for two hours, then cooled. The precipitate was collected, treated with hot chloroform and recrystallized from isopropanol to give the title compound as its dihydrobromide salt, m.p. 243°-245°. Reactants: CN(C)c1ccncc1, ICCCCCI, COC(=O)c1cc(N)cc(C(=O)OC)c1, O. Yields the product COC(=O)c1cc(C(=O)OC)cc(N2CCCCC2)c1. RXN SMILES: [CH3:23][N:24]([c:25]1[cH:26][cH:27][n:28][cH:29][cH:30]1)[CH3:31].[I:1][CH2:2][CH2:3][CH2:4][CH2:5][CH2:6][I:7].[NH2:8][c:9]1[cH:10][c:11]([C:19](=[O:20])[O:21][CH3:22])[cH:12][c:13]([C:14](=[O:15])[O:16][CH3:17])[cH:18]1.[OH2:32]>>[CH2:2]1[CH2:3][CH2:4][CH2:5][CH2:6][N:8]1[c:9]1[cH:10][c:11]([C:19](=[O:20])[O:21][CH3:22])[cH:12][c:13]([C:14](=[O:15])[O:16][CH3:17])[cH:18]1.